From a dataset of the Open Reaction Database (ORD), a public repository of structured organic reaction records. describe an organic reaction: reactants, conditions, products, and yield Starting materials: CC#N (CH3CN), C(C)OC(=O)C1=CN=C(NC1=O)C(C)N1CCN(CC1)S(=O)(=O)C1=CC=C(C=C1)OC (2-{1-[4-(4-methoxy-benzenesulfonyl)-piperazin-1-yl]-ethyl}-6-oxo-1,6-dihydro-pyrimidine-5-carboxylic acid ethyl ester), C1(CCCC1)I (cyclopentyl iodide), C([O-])([O-])=O.[K+].[K+] (potassium carbonate). Solvent: CN(C)C=O (DMF). Conditions: temperature 90 celsius. Yields the product C(C)OC(=O)C=1C(=NC(=NC1)C(C)N1CCN(CC1)S(=O)(=O)C1=CC=C(C=C1)OC)OC1CCCC1 (4-Cyclopentyloxy-2-{1-[4-(4-methoxy-benzenesulfonyl)-piperazin-1-yl]-ethyl}-pyrimidine-5-carboxylic acid ethyl ester). Reaction SMILES: [CH2:1]([O:3][C:4]([C:6]1[C:11](=[O:12])[NH:10][C:9]([CH:13]([N:15]2[CH2:20][CH2:19][N:18]([S:21]([C:24]3[CH:29]=[CH:28][C:27]([O:30][CH3:31])=[CH:26][CH:25]=3)(=[O:23])=[O:22])[CH2:17][CH2:16]2)[CH3:14])=[N:8][CH:7]=1)=[O:5])[CH3:2].[CH:32]1(I)[CH2:36][CH2:35][CH2:34][CH2:33]1.C(=O)([O-])[O-].[K+].[K+].CC#N>CN(C=O)C>[CH2:1]([O:3][C:4]([C:6]1[C:11]([O:12][CH:32]2[CH2:36][CH2:35][CH2:34][CH2:33]2)=[N:10][C:9]([CH:13]([N:15]2[CH2:20][CH2:19][N:18]([S:21]([C:24]3[CH:25]=[CH:26][C:27]([O:30][CH3:31])=[CH:28][CH:29]=3)(=[O:23])=[O:22])[CH2:17][CH2:16]2)[CH3:14])=[N:8][CH:7]=1)=[O:5])[CH3:2] |f:2.3.4|. Reported procedure: A mixture of 2-{1-[4-(4-methoxy-benzenesulfonyl)-piperazin-1-yl]-ethyl}-6-oxo-1,6-dihydro-pyrimidine-5-carboxylic acid ethyl ester (90 mg, 0.2 mmol), cyclopentyl iodide (46 μL, 0.4 mmol), and potassium carbonate (138 mg, 1 mmol) in DMF (1 mL) was heated to 90° C. for 1 day. The reaction mixture was then filtered and purified by HPLC (in the absence of TFA) to yield the product. 1H NMR (400 MHz, CDCl3) δ 8.91 (s, 1H), 7.68 (d, J=8.8 Hz, 2H), 6.99 (d, J=8.8 Hz, 2H), 5.58 (m, 1H), 4.36 (q, J=7.1 Hz... The reactants are CC1(CC(C=2C=CC=C(C2C1)C(=O)O)=O)C (7,7-dimethyl-5-oxo-5,6,7,8-tetrahydro-1-naphthalenecarboxylic acid). Reagents/catalysts: [Cu] (copper). Run in N1=CC=CC2=CC=CC=C12 (quinoline), CC(OCC)=O (EA). Product: CC1(CC(C2=CC=CC=C2C1)=O)C (3,3-dimethyl-3,4-dihydro-2H-naphthalen-1-one). Isolated yield 34.4%. As a reaction SMILES: [CH3:1][C:2]1([CH3:16])[CH2:11][C:10]2[C:9](C(O)=O)=[CH:8][CH:7]=[CH:6][C:5]=2[C:4](=[O:15])[CH2:3]1>N1C2C(=CC=CC=2)C=CC=1.CC(=O)OCC.[Cu]>[CH3:1][C:2]1([CH3:16])[CH2:11][C:10]2[C:5](=[CH:6][CH:7]=[CH:8][CH:9]=2)[C:4](=[O:15])[CH2:3]1. Procedure: 2.2 g (10 mmol) of 7,7-dimethyl-5-oxo-5,6,7,8-tetrahydro-1-naphthalenecarboxylic acid were heated to 180° C. for 5 h with 2.2 g of copper powder in 22 g of quinoline. After cooling, the mixture was diluted with EA, and the copper was filtered off and then washed several times with dil. hydrochloric acid. After concentration of the organic phase in a rotary evaporator and purification by chromatography on silica gel using cyclohexane/EA 6:1, 0.6 g of 3,3-dimethyl-3,4-dihydro-2H-naphthalen-1-one w... Reactants: CO, Fc1ccc(-c2n[nH]cc2-c2ccnc(Cl)n2)cc1, Nc1ccccc1F. Product: Fc1ccc(-c2n[nH]cc2-c2ccnc(Nc3ccccc3F)n2)cc1. As a reaction SMILES: [CH3:28][OH:29].[Cl:1][c:2]1[n:3][cH:4][cH:5][c:6](-[c:8]2[c:9](-[c:13]3[cH:14][cH:15][c:16]([F:19])[cH:17][cH:18]3)[n:10][nH:11][cH:12]2)[n:7]1.[NH2:20][c:21]1[cH:22][cH:23][cH:24][cH:25][c:26]1[F:27]>>[c:2]1([NH:20][c:21]2[cH:22][cH:23][cH:24][cH:25][c:26]2[F:27])[n:3][cH:4][cH:5][c:6](-[c:8]2[c:9](-[c:13]3[cH:14][cH:15][c:16]([F:19])[cH:17][cH:18]3)[n:10][nH:11][cH:12]2)[n:7]1. Reactants: C(C)(C)(C)[C@@H]1CC[C@H](CC1)OC1=CC2=CC=C(C=C2C=C1)C(C)[N+](=O)[O-] (2-(trans-4-tert-butylcyclohexyloxy)-6-(1-nitroethyl)naphthalene), BrC=1C=C2C=CC(=C(C2=CC1)C(F)(F)F)O[C@@H]1CC[C@H](CC1)C(C)(C)C (6-bromo-2-(trans-4-tert-butylcyclohexyloxy)-1-(trifluoromethyl)naphthalene). Product: C(C)(C)(C)[C@@H]1CC[C@H](CC1)OC1=C(C2=CC=C(C=C2C=C1)C(C)[N+](=O)[O-])C(F)(F)F (2-(trans-4-tert-butylcyclohexyloxy)-6-(1-nitroethyl)-1-(trifluoromethyl)naphthalene). The yield is 35.0%. As a reaction SMILES: [C:1]([C@H:5]1[CH2:10][CH2:9][C@H:8]([O:11][C:12]2[CH:21]=[CH:20][C:19]3[C:14](=[CH:15][CH:16]=[C:17]([CH:22]([N+:24]([O-:26])=[O:25])[CH3:23])[CH:18]=3)[CH:13]=2)[CH2:7][CH2:6]1)([CH3:4])([CH3:3])[CH3:2].BrC1C=C2C(=CC=1)C([C:38]([F:41])([F:40])[F:39])=C(O[C@H]1CC[C@H](C(C)(C)C)CC1)C=C2>>[C:1]([C@H:5]1[CH2:10][CH2:9][C@H:8]([O:11][C:12]2[CH:21]=[CH:20][C:19]3[C:14](=[CH:15][CH:16]=[C:17]([CH:22]([N+:24]([O-:26])=[O:25])[CH3:23])[CH:18]=3)[C:13]=2[C:38]([F:41])([F:40])[F:39])[CH2:7][CH2:6]1)([CH3:2])([CH3:3])[CH3:4]. Procedure: 2-(trans-4-tert-butylcyclohexyloxy)-6-(1-nitroethyl)-1-(trifluoromethyl)naphthalene was synthesized as per 2-(trans-4-tert-butylcyclohexyloxy)-6-(1-nitroethyl)naphthalene (Example 204) in 35% yield using 6-bromo-2-(trans-4-tert-butylcyclohexyloxy)-1-(trifluoromethyl)naphthalene as starting material.